Dataset: the Open Reaction Database (ORD), a public repository of structured organic reaction records. Task: describe an organic reaction: reactants, conditions, products, and yield Reactants: C(C)(C)(C)OC(=O)N1CCC(CC1)N(C1CCOCC1)C (4-[methyl(tetrahydropyran-4-yl)-amino]-piperidine-1-carboxylic acid tert-butyl ester), C(=O)(C(F)(F)F)O (TFA). Solvent: C(Cl)Cl (DCM). Reaction conditions: time 2 hour. The product is CN(C1CCOCC1)C1CCNCC1 (Methylpiperidin-4-yl(tetrahydropyran-4-yl)amine). Isolated yield 97.9%. As a reaction SMILES: C(OC([N:8]1[CH2:13][CH2:12][CH:11]([N:14]([CH3:21])[CH:15]2[CH2:20][CH2:19][O:18][CH2:17][CH2:16]2)[CH2:10][CH2:9]1)=O)(C)(C)C.C(O)(C(F)(F)F)=O>C(Cl)Cl>[CH3:21][N:14]([CH:11]1[CH2:12][CH2:13][NH:8][CH2:9][CH2:10]1)[CH:15]1[CH2:20][CH2:19][O:18][CH2:17][CH2:16]1. Procedure: A mixture of 4-[methyl(tetrahydropyran-4-yl)-amino]-piperidine-1-carboxylic acid tert-butyl ester (101 mg, 0.34 mmol) and TFA (2 mL) in DCM (5 mL) was stirred at room temperature for 2 h. The reaction mixture was loaded onto an Isolute® SCX-2 cartridge which was washed with MeOH/DCM and the product eluted with 2M NH3/MeOH affording Methylpiperidin-4-yl(tetrahydropyran-4-yl)amine as a white solid (66 mg, 97%). 1H NMR (CDCl3, 300 MHz): δ 4.05-3.97 (m, 2 H); 3.38 (td, J=10.9, 3.8 Hz, 2 H); 3.19 (d,... The reactants are C(C)(C)OC=1C=C(C=CC1)NC1=NC=2N(C=C1)N=CC2C=O (5-(3-isopropoxyphenylamino)pyrazolo[1,5-a]pyrimidine-3-carbaldehyde), N1C(=O)NC(=O)C1 (hydantoin), N1CCCCC1 (piperidine). The solvent is CCO (EtOH). Conditions: temperature 70 celsius. The product is C(C)(C)OC=1C=C(C=CC1)NC1=NC=2N(C=C1)N=CC2C=C2C(NC(N2)=O)=O (5-((5-(3-isopropoxyphenylamino)pyrazolo[1,5-a]pyrimidin-3-yl)methylene)imidazolidine-2,4-dione). RXN SMILES: [CH:1]([O:4][C:5]1[CH:6]=[C:7]([NH:11][C:12]2[CH:17]=[CH:16][N:15]3[N:18]=[CH:19][C:20]([CH:21]=O)=[C:14]3[N:13]=2)[CH:8]=[CH:9][CH:10]=1)([CH3:3])[CH3:2].[NH:23]1[CH2:29][C:27](=[O:28])[NH:26][C:24]1=[O:25].N1CCCCC1>CCO>[CH:1]([O:4][C:5]1[CH:6]=[C:7]([NH:11][C:12]2[CH:17]=[CH:16][N:15]3[N:18]=[CH:19][C:20]([CH:21]=[C:29]4[NH:23][C:24](=[O:25])[NH:26][C:27]4=[O:28])=[C:14]3[N:13]=2)[CH:8]=[CH:9][CH:10]=1)([CH3:2])[CH3:3]. Procedure: To 5-(3-isopropoxyphenylamino)pyrazolo[1,5-a]pyrimidine-3-carbaldehyde (80 mg, 0.270 mmol) in EtOH was added hydantoin (27 mg, 0.270 mmol) and piperidine (27 μL, 0.270 mmol). The mixture was heated at 70° C. for several hours. The solid produced was isolated by filtration to yield 5-((5-(3-isopropoxyphenylamino)pyrazolo[1,5-a]pyrimidin-3-yl)methylene)imidazolidine-2,4-dione. LCMS (M+1=379) Reactants: CC(C)(CO)CBr, O=c1[nH]ccc2cc(Br)ccc12, O=C([O-])[O-], CN1CCCC1=O, [Cs+], [Cs+], [I-], [Na+], O. Yields the product CC(C)(CO)Cn1ccc2cc(Br)ccc2c1=O. As a reaction SMILES: [Br:19][CH2:20][C:21]([CH2:22][OH:23])([CH3:24])[CH3:25].[Br:1][c:2]1[cH:3][c:4]2[cH:5][cH:6][nH:7][c:8](=[O:12])[c:9]2[cH:10][cH:11]1.[C:13](=[O:14])([O-:15])[O-:16].[CH3:28][N:29]1[CH2:30][CH2:31][CH2:32][C:33]1=[O:34].[Cs+:17].[Cs+:18].[I-:27].[Na+:26].[OH2:35]>>[Br:1][c:2]1[cH:3][c:4]2[cH:5][cH:6][n:7]([CH2:20][C:21]([CH2:22][OH:23])([CH3:24])[CH3:25])[c:8](=[O:12])[c:9]2[cH:10][cH:11]1. Yield: 90.6%. Procedure: Compound 13a (180 mg, 0.37 mmol) was treated with a mixture of TFA (0.5 mL) and DCM (5 mL) and stirred at rt overnight. After the reaction was complete (monitored by LC-MS), the mixture was concentrated to give compound 13b (145 mg, 91%). 1H-NMR (400 MHz, CDCl3) δ: 8.12 (s, 1H), 7.88 (s, 1H), 7.58 (s, 1H), 6.51 (s, 1H), 4.77-4.75 (m, 2H), 3.76 (m, 2H), 2.56 (s, 3H), 1.53 (s, 3H), 1.37-1.35 (m, 12H), 1.00-0.99 (m, 3H), 0.64-0.63 (m, 2H). MS Found: 433 (M+1). Reactants: C(C)(C)(C)C=1C=C(C(=O)OC(C)(C)C)C=C(C1)C=1N(C(=C(C1)S(N)(=O)=O)C)CC1CCCCC1 (tert-Butyl 3-(tert-butyl)-5-(1-(cyclohexylmethyl)-5-methyl-4-sulfamoyl-1H-pyrrol-2-yl)benzoate), C(=O)(C(F)(F)F)O (TFA). Reaction SMILES: [C:1]([C:5]1[CH:6]=[C:7]([CH:15]=[C:16]([C:18]2[N:19]([CH2:28][CH:29]3[CH2:34][CH2:33][CH2:32][CH2:31][CH2:30]3)[C:20]([CH3:27])=[C:21]([S:23](=[O:26])(=[O:25])[NH2:24])[CH:22]=2)[CH:17]=1)[C:8]([O:10]C(C)(C)C)=[O:9])([CH3:4])([CH3:3])[CH3:2].C(O)(C(F)(F)F)=O>C(Cl)Cl>[C:1]([C:5]1[CH:6]=[C:7]([CH:15]=[C:16]([C:18]2[N:19]([CH2:28][CH:29]3[CH2:30][CH2:31][CH2:32][CH2:33][CH2:34]3)[C:20]([CH3:27])=[C:21]([S:23](=[O:26])(=[O:25])[NH2:24])[CH:22]=2)[CH:17]=1)[C:8]([OH:10])=[O:9])([CH3:4])([CH3:2])[CH3:3]. Run at time 8 hour. The solvent is C(Cl)Cl (DCM). The product is C(C)(C)(C)C=1C=C(C(=O)O)C=C(C1)C=1N(C(=C(C1)S(N)(=O)=O)C)CC1CCCCC1 (3-(tert-Butyl)-5-(1-(cyclohexylmethyl)-5-methyl-4-sulfamoyl-1H-pyrrol-2-yl)benzoic acid). Reactants: ClC1=CC=C(C=C1)C[C@H](C(=O)N1CCC(CC1)C1=C(C=CC=C1)NS(=O)(=O)C)NC(=O)OC(C)(C)C (N-[(1R)-1-[(4-Chlorophenyl)methyl]-2-(4-{2-[(methylsulfonyl)amino]phenyl}piperidyl)-2-oxoethyl](tert-butoxy)carboxamide), Cl (HCl). Solvent: CCOC(=O)C (EtOAc). Yields the product N[C@@H](C(=O)N1CCC(CC1)C1=C(C=CC=C1)NS(=O)(=O)C)CC1=CC=C(C=C1)Cl ((2R)-2-Amino-3-(4-chlorophenyl)-1-(4-{2-[(methylsulfonyl)amino]phenyl}piperidyl)propan-1-one), solid. The yield is 83.0%. As a reaction SMILES: [Cl:1][C:2]1[CH:7]=[CH:6][C:5]([CH2:8][C@@H:9]([NH:29]C(OC(C)(C)C)=O)[C:10]([N:12]2[CH2:17][CH2:16][CH:15]([C:18]3[CH:23]=[CH:22][CH:21]=[CH:20][C:19]=3[NH:24][S:25]([CH3:28])(=[O:27])=[O:26])[CH2:14][CH2:13]2)=[O:11])=[CH:4][CH:3]=1.Cl>CCOC(C)=O>[NH2:29][C@H:9]([CH2:8][C:5]1[CH:4]=[CH:3][C:2]([Cl:1])=[CH:7][CH:6]=1)[C:10]([N:12]1[CH2:17][CH2:16][CH:15]([C:18]2[CH:23]=[CH:22][CH:21]=[CH:20][C:19]=2[NH:24][S:25]([CH3:28])(=[O:26])=[O:27])[CH2:14][CH2:13]1)=[O:11]. Reported procedure: The title compound was prepared according to the procedure described in Step (e) using N-[(1R)-1-[(4-chlorophenyl)methyl]-2-(4-{2-[(methylsulfonyl)-amino]phenyl}piperidyl)-2-oxoethyl](tert-butoxy)-carboxamide (Step f) (250 mg, 0.50 mmol) and a saturated soln of HCl in EtOAc (10 mL). The title compound (HCl salt) was isolated by filtration as a white solid (195 mg, 83%). MS (ESI, pos. ion) m/z: 473 (M+1). Calc'd for C21H27Cl2N3O3S: 472.43.